Dataset: the Open Reaction Database (ORD), a public repository of structured organic reaction records. Task: describe an organic reaction: reactants, conditions, products, and yield Product: O=C(O)C=CC(=O)O, N#CC(CC1CCCNC1)(c1ccccc1)c1ccccc1. Starting materials: Br, O=C([O-])C(=O)[O-], O=C([O-])C=CC(=O)[O-], Cc1ccc(S(=O)(=O)N2CCCC(CC(C#N)(c3ccccc3)c3ccccc3)C2)cc1, ClC(Cl)Cl, Oc1ccccc1. Reaction SMILES: [BrH:33].[C:41]([O-:42])(=[O:43])[C:44]([O-:45])=[O:46].[C:47]([CH:48]=[CH:49][C:50](=[O:51])[O-:52])(=[O:53])[O-:54].[CH3:1][c:2]1[cH:3][cH:4][c:5]([S:6](=[O:7])(=[O:8])[N:11]2[CH2:12][CH:13]([CH2:17][C:18]([C:19]#[N:20])([c:21]3[cH:22][cH:23][cH:24][cH:25][cH:26]3)[c:27]3[cH:28][cH:29][cH:30][cH:31][cH:32]3)[CH2:14][CH2:15][CH2:16]2)[cH:9][cH:10]1.[CH:55]([Cl:56])([Cl:57])[Cl:58].[OH:34][c:35]1[cH:36][cH:37][cH:38][cH:39][cH:40]1>>[C:47]([CH:48]=[CH:49][C:50](=[O:51])[OH:52])(=[O:53])[OH:54].[NH:11]1[CH2:12][CH:13]([CH2:17][C:18]([C:19]#[N:20])([c:21]2[cH:22][cH:23][cH:24][cH:25][cH:26]2)[c:27]2[cH:28][cH:29][cH:30][cH:31][cH:32]2)[CH2:14][CH2:15][CH2:16]1. Reactants: CS(=O)(=O)C1=CC=C(C=C1)N1C(C=C(C=C1)OC1CCN(CC1)C(=O)OC(C)(C)C)=O (tert-butyl 4-(1-(4-(methylsulfonyl)phenyl)-2-oxo-1,2-dihydropyridin-4-yloxy)piperidine-1-carboxylate), ClC(=O)OC1=C(C=CC=C1)Cl (2-chlorophenyl chloroformate), ClC(=O)OC(C(F)(F)F)C (1,1,1-trifluoropropan-2-yl chloroformate). Product: CS(=O)(=O)C1=CC=C(C=C1)N1C(C=C(C=C1)OCC1CN(C1)C(=O)OC1=C(C=CC=C1)Cl)=O (2-chlorophenyl 3-((1-(4-(methylsulfonyl)phenyl)-2-oxo-1,2-dihydropyridin-4-yloxy)methyl)azetidine-1-carboxylate). RXN SMILES: [CH3:1][S:2]([C:5]1[CH:10]=[CH:9][C:8]([N:11]2[CH:16]=[CH:15][C:14]([O:17][CH:18]3[CH2:23][CH2:22][N:21]([C:24](OC(C)(C)C)=O)CC3)=[CH:13][C:12]2=[O:31])=[CH:7][CH:6]=1)(=[O:4])=[O:3].Cl[C:33]([O:35][C:36]1[CH:41]=[CH:40][CH:39]=[CH:38][C:37]=1[Cl:42])=[O:34].ClC(OC(C)C(F)(F)F)=O>>[CH3:1][S:2]([C:5]1[CH:6]=[CH:7][C:8]([N:11]2[CH:16]=[CH:15][C:14]([O:17][CH2:18][CH:23]3[CH2:24][N:21]([C:33]([O:35][C:36]4[CH:41]=[CH:40][CH:39]=[CH:38][C:37]=4[Cl:42])=[O:34])[CH2:22]3)=[CH:13][C:12]2=[O:31])=[CH:9][CH:10]=1)(=[O:3])=[O:4]. Procedure details: Example 22 was prepared according to procedures described in Example 2, Step A and Step C, substituting tert-butyl 3-((1-(4-(methylsulfonyl)phenyl)-2-oxo-1,2-dihydropyridin-4-yloxy)methyl)azetidine-1-carboxylate for tert-butyl 4-(1-(4-(methylsulfonyl)phenyl)-2-oxo-1,2-dihydropyridin-4-yloxy)piperidine-1-carboxylate in Step A and 2-chlorophenyl chloroformate for 1,1,1-trifluoropropan-2-yl chloroformate in Step C. 1H NMR (500 MHz, CDCl3) δ 8.09 (d, J=8.25 Hz, 2 H), 7.62 (d, J=8.25 Hz, 2 H), 7.43 (... The reactants are N(=C=S)C=1SC(=C(C1C(=O)OC)C1=CC=CC=C1)C (methyl 2-isothiocyanato-5-methyl-4-phenylthiophene-3-carboxylate), CC=1N=CN(C1)CCCN (3-(4-methyl-1H-imidazol-1-yl)propan-1-amine). Product: CC1=C(C2=C(NC(N(C2=O)CCCN2C=NC(=C2)C)=S)S1)C1=CC=CC=C1 (2,3-dihydro-6-methyl-3-(3-(4-methyl-1H-imidazol-1-yl)propyl)-5-phenyl-2-thioxothieno[2,3-d]pyrimidin-4(1H)-one). Reaction SMILES: [N:1]([C:4]1[S:5][C:6]([CH3:19])=[C:7]([C:13]2[CH:18]=[CH:17][CH:16]=[CH:15][CH:14]=2)[C:8]=1[C:9]([O:11]C)=O)=[C:2]=[S:3].[CH3:20][C:21]1[N:22]=[CH:23][N:24]([CH2:26][CH2:27][CH2:28][NH2:29])[CH:25]=1>>[CH3:19][C:6]1[S:5][C:4]2[NH:1][C:2](=[S:3])[N:29]([CH2:28][CH2:27][CH2:26][N:24]3[CH:25]=[C:21]([CH3:20])[N:22]=[CH:23]3)[C:9](=[O:11])[C:8]=2[C:7]=1[C:13]1[CH:18]=[CH:17][CH:16]=[CH:15][CH:14]=1. Reported procedure: The compound was synthesized starting from methyl 2-isothiocyanato-5-methyl-4-phenylthiophene-3-carboxylate (0.100 g. 0.35 mmol) and 3-(4-methyl-1H-imidazol-1-yl)propan-1-amine (9) (0.048 g, 0.35 mmol) as described above. The reactants are C1CCOC1, C[Si](C)(C)[N-][Si](C)(C)C, COC(=O)Cc1ccc(C(=O)OC(C)(C)C)cc1, Clc1nc2ccccc2o1, [Na+]. The product is COC(=O)C(c1ccc(C(=O)OC(C)(C)C)cc1)c1nc2ccccc2o1. Reaction SMILES: [CH2:39]1[O:40][CH2:41][CH2:42][CH2:43]1.[CH3:19][Si:20]([N-:21][Si:22]([CH3:23])([CH3:24])[CH3:25])([CH3:26])[CH3:27].[CH3:1][O:2][C:3]([CH2:4][c:5]1[cH:6][cH:7][c:8]([C:9](=[O:10])[O:11][C:12]([CH3:13])([CH3:14])[CH3:15])[cH:16][cH:17]1)=[O:18].[Cl:29][c:30]1[o:31][c:32]2[c:33]([n:34]1)[cH:35][cH:36][cH:37][cH:38]2.[Na+:28]>>[CH3:1][O:2][C:3]([CH:4]([c:5]1[cH:6][cH:7][c:8]([C:9](=[O:10])[O:11][C:12]([CH3:13])([CH3:14])[CH3:15])[cH:16][cH:17]1)[c:30]1[o:31][c:32]2[c:33]([n:34]1)[cH:35][cH:36][cH:37][cH:38]2)=[O:18]. Reactants: BrC=1C=C(C(=O)OC)C=CC1 (Methyl 3-bromobenzoate), C([O-])([O-])=O.[Na+].[Na+] (sodium carbonate), [Cl-].[Na+].C(C)(=O)OCC (sodium chloride ethyl acetate), COC1=C(C=CC=C1)B(O)O (2-Methoxybenzeneboronic acid). Reagents/catalysts: C1=CC=C(C=C1)P(C2=CC=CC=C2)C3=CC=CC=C3.C1=CC=C(C=C1)P(C2=CC=CC=C2)C3=CC=CC=C3.C1=CC=C(C=C1)P(C2=CC=CC=C2)C3=CC=CC=C3.C1=CC=C(C=C1)P(C2=CC=CC=C2)C3=CC=CC=C3.[Pd] (tetrakis(triphenylphosphine) palladium(O)). The solvent is C1(=CC=CC=C1)C (toluene), C1(=CC=CC=C1)C (toluene). Yields the product COC1=C(C=CC=C1)C=1C=C(C(=O)OC)C=CC1 (methyl 3-(2-methoxyphenyl)benzoate). The yield is 63.8%. RXN SMILES: Br[C:2]1[CH:3]=[C:4]([CH:9]=[CH:10][CH:11]=1)[C:5]([O:7][CH3:8])=[O:6].C(=O)([O-])[O-].[Na+].[Na+].[CH3:18][O:19][C:20]1[CH:25]=[CH:24][CH:23]=[CH:22][C:21]=1B(O)O.[Cl-].[Na+].C(OCC)(=O)C>C1(C)C=CC=CC=1.C1C=CC(P(C2C=CC=CC=2)C2C=CC=CC=2)=CC=1.C1C=CC(P(C2C=CC=CC=2)C2C=CC=CC=2)=CC=1.C1C=CC(P(C2C=CC=CC=2)C2C=CC=CC=2)=CC=1.C1C=CC(P(C2C=CC=CC=2)C2C=CC=CC=2)=CC=1.[Pd]>[CH3:18][O:19][C:20]1[CH:25]=[CH:24][CH:23]=[CH:22][C:21]=1[C:2]1[CH:3]=[C:4]([CH:9]=[CH:10][CH:11]=1)[C:5]([O:7][CH3:8])=[O:6] |f:1.2.3,5.6.7,9.10.11.12.13|. Procedure: Methyl 3-bromobenzoate (1.99 g, 9.25 mmol), tetrakis(triphenylphosphine) palladium(O) (110 mg), sodium carbonate (2.04 g, 19 mmol in 5 ml water) and toluene (10 ml) were degassed under nitrogen in a 25 ml flask fitted with a reflux condenser. 2-Methoxybenzeneboronic acid (1.46 g, 9.61 mmol) in toluene (1 ml) was added and the mixture was heated at reflux for two days then mixed with 1:1 saturated sodium chloride/ethyl acetate (15 ml). The organic materials were separated, dried (MgSO4) then conc... The reactants are CC(C)(C)C(=O)CBr, CC(C)=O, [N-]=[N+]=[N-], [Na+]. Product: CC(C)(C)C(=O)CN=[N+]=[N-]. Reaction SMILES: [Br:1][CH2:2][C:3]([C:4]([CH3:5])([CH3:6])[CH3:7])=[O:8].[CH3:13][C:14](=[O:15])[CH3:16].[N-:10]=[N+:11]=[N-:12].[Na+:9]>>[CH2:2]([C:3]([C:4]([CH3:5])([CH3:6])[CH3:7])=[O:8])[N:10]=[N+:11]=[N-:12].